This data is from the Open Reaction Database (ORD), a public repository of structured organic reaction records. The task is: describe an organic reaction: reactants, conditions, products, and yield Reactants: CC(C)(C)c1ccc(C(=O)O)cc1, CN1CCOCC1, CCOC(C)=O, CC(C)COC(=O)Cl, NN. Product: CC(C)(C)c1ccc(C(=O)NN)cc1. Reaction SMILES: [C:1]([CH3:2])([CH3:3])([CH3:4])[c:5]1[cH:6][cH:7][c:8]([C:9](=[O:10])[OH:11])[cH:12][cH:13]1.[CH3:14][N:15]1[CH2:16][CH2:17][O:18][CH2:19][CH2:20]1.[CH3:31][CH2:32][O:33][C:34](=[O:35])[CH3:36].[Cl:21][C:22]([O:23][CH2:24][CH:25]([CH3:26])[CH3:27])=[O:28].[NH2:29][NH2:30]>>[C:1]([CH3:2])([CH3:3])([CH3:4])[c:5]1[cH:6][cH:7][c:8]([C:9](=[O:10])[NH:29][NH2:30])[cH:12][cH:13]1.